Dataset: the Open Reaction Database (ORD), a public repository of structured organic reaction records. Task: describe an organic reaction: reactants, conditions, products, and yield The reactants are BrCCCCCCCCCCC(=O)O (11-bromoundecanoic acid), C(C1=CC=CC=C1)O (benzyl alcohol), C1(=CC=C(C=C1)S(=O)(=O)O)C (p-toluenesulfonic acid), O (water). Run in C1(=CC=CC=C1)C (toluene). The product is C(C1=CC=CC=C1)OC(CCCCCCCCCCBr)=O (11-Bromoundecanoic acid-benzyl ester). RXN SMILES: [Br:1][CH2:2][CH2:3][CH2:4][CH2:5][CH2:6][CH2:7][CH2:8][CH2:9][CH2:10][CH2:11][C:12]([OH:14])=[O:13].[CH2:15](O)[C:16]1[CH:21]=[CH:20][CH:19]=[CH:18][CH:17]=1.C1(C)C=CC(S(O)(=O)=O)=CC=1.O>C1(C)C=CC=CC=1>[CH2:15]([O:13][C:12](=[O:14])[CH2:11][CH2:10][CH2:9][CH2:8][CH2:7][CH2:6][CH2:5][CH2:4][CH2:3][CH2:2][Br:1])[C:16]1[CH:21]=[CH:20][CH:19]=[CH:18][CH:17]=1. Reported procedure: 30 g (113.1 mmol) of 11-bromoundecanoic acid, 18.35 g (169.7 mmol) of benzyl alcohol and 0.5 g of p-toluenesulfonic acid are heated in 200 ml of toluene for 12 hours in a water separator. It is allowed to reach room temperature, and the organic phase is washed twice with 100 ml of 5% aqueous potassium carbonate solution each. The organic phase is dried on magnesium sulfate and concentrated by evaporation in a vacuum. The residue is chromatographed on silica gel (mobile solvent: n-hexane/acetone=...